This data is from the Open Reaction Database (ORD), a public repository of structured organic reaction records. The task is: describe an organic reaction: reactants, conditions, products, and yield Reactants: ONC(=N)C1=CC2=C(N(C(=N2)CN2C(NC3=C2C=CC=C3)=O)CCC(C)C)C=C1 (N-Hydroxy-1-(3-methyl-butyl)-2-(2-oxo-2,3-dihydro-benzoimidazol-1-ylmethyl)-1H-benzoimidazole-5-carboxamidine), C(=O)(Cl)Cl (phosgene). Conditions: time 48 hour. Product: CC(CCN1C(=NC2=C1C=CC(=C2)C2=NOC(N2)=O)CN2C(NC1=C2C=CC=C1)=O)C (1-[1-(3-Methyl-butyl)-5-(5-oxo-4,5-dihydro-[1,2,4]oxadiazol-3-yl)-1H-benzoimidazol-2-ylmethyl]-1,3-dihydro-benzoimidazol-2-one). Isolated yield 26.3%. Reaction SMILES: [OH:1][NH:2][C:3]([C:5]1[CH:29]=[CH:28][C:8]2[N:9]([CH2:23][CH2:24][CH:25]([CH3:27])[CH3:26])[C:10]([CH2:12][N:13]3[C:17]4[CH:18]=[CH:19][CH:20]=[CH:21][C:16]=4[NH:15][C:14]3=[O:22])=[N:11][C:7]=2[CH:6]=1)=[NH:4].[C:30](Cl)(Cl)=[O:31]>>[CH3:27][CH:25]([CH3:26])[CH2:24][CH2:23][N:9]1[C:8]2[CH:28]=[CH:29][C:5]([C:3]3[NH:4][C:30](=[O:31])[O:1][N:2]=3)=[CH:6][C:7]=2[N:11]=[C:10]1[CH2:12][N:13]1[C:17]2[CH:18]=[CH:19][CH:20]=[CH:21][C:16]=2[NH:15][C:14]1=[O:22]. Reported procedure: N-Hydroxy-1-(3-methyl-butyl)-2-(2-oxo-2,3-dihydro-benzoimidazol-1-ylmethyl)-1H-benzoimidazole-5-carboxamidine (75 mg, 0.191 mmol) was treated with phosgene (1 ml, 1.91 mmol, 1.92 M in toluene) and heated to reflux for 2.5 h. The mixture was cooled and stirred for 48 h. A white precipitate was isolated by filtration to give 21 mg (26%) of 1-[1-(3-Methyl-butyl)-5-(5-oxo-4,5-dihydro-[1,2,4]oxadiazol-3-yl)-1H-benzoimidazol-2-ylmethyl]-1,3-dihydro-benzoimidazol-2-one. Yields the product FC1=C(C=CC(=C1)F)[C@]1([C@@H](C)N2N=NN(C2=O)C2=CC=C(C=C2)OCC(F)(F)F)CO1 (1-[(1R,2S)-2-(2,4-difluorophenyl)-2,3-epoxy-1-methylpropyl]-4-[4-(2,2,2-trifluoroethoxy)phenyl]-5(1H,4H)-tetrazolone). Reported procedure: In the same manner as in Reference Example 5, starting from 0.35 g of (1S)-1-[(2R)-(2,4-difluorophenyl)-2-oxiranyl]ethanol and 0.31 g of 1-[4-(2,2,2-trifluoroethoxy)phenyl]-5(1H,4H)-tetrazolone, a mixture (3:2, 0.22 g) of 1-[(1R,2S)-2-(2,4-difluorophenyl)-2,3-epoxy-1-methylpropyl]-4-[4-(2,2,2-trifluoroethoxy)phenyl]-5(1H,4H)-tetrazolone and (2R)-2-(2,4-difluorophenyl)-2-[(1R)-1-[1-[4-(2,2,2-trifluoroethoxy)phenyl]-1H-tetrazol-5-yloxy]ethyl]oxirane was obtained as a colorless oil. The yield is 41.7%. Starting materials: FC1=C(C=CC(=C1)F)[C@]1(OC1)[C@H](C)O ((1S)-1-[(2R)-(2,4-difluorophenyl)-2-oxiranyl]ethanol), FC1=C(C=CC(=C1)F)[C@]1(OC1)[C@@H](C)OC1=NN=NN1C1=CC=C(C=C1)OCC(F)(F)F ((2R)-2-(2,4-difluorophenyl)-2-[(1R)-1-[1-[4-(2,2,2-trifluoroethoxy)phenyl]-1H-tetrazol-5-yloxy]ethyl]oxirane), FC(COC1=CC=C(C=C1)N1N=NNC1=O)(F)F (1-[4-(2,2,2-trifluoroethoxy)phenyl]-5(1H,4H)-tetrazolone). Reaction SMILES: [F:1][C:2]1[CH:7]=[C:6]([F:8])[CH:5]=[CH:4][C:3]=1[C@:9]1([C@@H:12](O)[CH3:13])[CH2:11][O:10]1.[F:15][C:16]([F:32])([F:31])[CH2:17][O:18][C:19]1[CH:24]=[CH:23][C:22]([N:25]2[C:29](=[O:30])[NH:28][N:27]=[N:26]2)=[CH:21][CH:20]=1.FC1C=C(F)C=CC=1[C@]1([C@H](OC2N(C3C=CC(OCC(F)(F)F)=CC=3)N=NN=2)C)CO1>>[F:1][C:2]1[CH:7]=[C:6]([F:8])[CH:5]=[CH:4][C:3]=1[C@:9]1([O:10][CH2:11]1)[C@H:12]([N:28]1[C:29](=[O:30])[N:25]([C:22]2[CH:21]=[CH:20][C:19]([O:18][CH2:17][C:16]([F:15])([F:32])[F:31])=[CH:24][CH:23]=2)[N:26]=[N:27]1)[CH3:13]. Reactants: C1(=CC=CC=C1)NS(=O)(=O)C1=CC(=CC=C1)C(O)C1CC1 (N-phenyl-3-(cyclopropylhydroxymethyl)-benzenesulfonamide), 3A, OC=1C2=C(OC(C1)=O)CCCCCC2 (4-hydroxy-5,6,7,8,9,10-hexahydro-cycloocta[b]pyran-2-one), O.C1(=CC=C(C=C1)S(=O)(=O)O)C (p-toluenesulfonic acid monohydrate). Solvent: ClCCl (dichloromethane). Product: C1(=CC=CC=C1)NS(=O)(=O)C1=CC(=CC=C1)C(C1=C(C2=C(OC1=O)CCCCCC2)O)C2CC2 (N-Phenyl-3-[cyclopropyl(5,6,7,8,9, 10-hexahydro-4-hydroxy-2-oxo-2H-cycloocta[b]pyran-3-yl)methyl]-benzenesulfonamide). Yield: 10.7%. As a reaction SMILES: [C:1]1([NH:7][S:8]([C:11]2[CH:16]=[CH:15][CH:14]=[C:13]([CH:17]([CH:19]3[CH2:21][CH2:20]3)O)[CH:12]=2)(=[O:10])=[O:9])[CH:6]=[CH:5][CH:4]=[CH:3][CH:2]=1.[OH:22][C:23]1[C:24]2[CH2:35][CH2:34][CH2:33][CH2:32][CH2:31][CH2:30][C:25]=2[O:26][C:27](=[O:29])[CH:28]=1.O.C1(C)C=CC(S(O)(=O)=O)=CC=1>ClCCl>[C:1]1([NH:7][S:8]([C:11]2[CH:16]=[CH:15][CH:14]=[C:13]([CH:17]([CH:19]3[CH2:21][CH2:20]3)[C:28]3[C:27](=[O:29])[O:26][C:25]4[CH2:30][CH2:31][CH2:32][CH2:33][CH2:34][CH2:35][C:24]=4[C:23]=3[OH:22])[CH:12]=2)(=[O:10])=[O:9])[CH:6]=[CH:5][CH:4]=[CH:3][CH:2]=1 |f:2.3|. Reported procedure: To a solution of 437 mg of N-phenyl-3-(cyclopropylhydroxymethyl)-benzenesulfonamide of Preparation 88 in 100 mL of dichloromethane in the presence of molecular sieves 3A is added 282.5 mg of 4-hydroxy-5,6,7,8,9,10-hexahydro-cycloocta[b]pyran-2-one of formula BBB-followed by 52.0 mg of p-toluenesulfonic acid monohydrate. The reaction is heated at reflux for 1 h and 30 min and then concentrated in vacuo. The resulting oil is dissolved in ethyl acetate and treated with water and 1N aqueous sodium h... The reagents and catalysts are [Zn] (zinc). Run in CN(C)C=O (DMF). Yields the product CC1(C(C1C=C(C(F)(F)F)Cl)C(=O)OCC1=C(C(=CC=C1)C1=CC=CC=C1)C)C ((2-methyl-3-phenylphenyl)methyl 2,2-dimethyl-3-(2-chloro-3,3,3-trifluoro-1-propenyl)cyclopropanecarboxylate). Reported procedure: To a solution of 56 mg (0.097 mmol) of (2-methyl-3-phenylphenyl)methyl 2,2-dimethyl-3-(1-benzoyloxy-2,2-dichloro-3,3,3-trifluoropropyl)cyclopropanecarboxylate obtained in Example 12 and dissolved in 0.1 ml of DMF, 8 mg (0.12 mmol) of zinc powder was added, and the mixture was stirred at 60° C. for 6 hours. The subsequent operation was carried out in the same manner as in Reference Example 9, whereby 40 mg of (2-methyl-3-phenylphenyl)methyl 2,2-dimethyl-3-(2-chloro-3,3,3-trifluoro-1-propenyl)cycl... Isolated yield 97.5%. Conditions: temperature 60 celsius, time 6 hour. Reactants: CC1(C(C1C(C(C(F)(F)F)(Cl)Cl)OC(C1=CC=CC=C1)=O)C(=O)OCC1=C(C(=CC=C1)C1=CC=CC=C1)C)C ((2-methyl-3-phenylphenyl)methyl 2,2-dimethyl-3-(1-benzoyloxy-2,2-dichloro-3,3,3-trifluoropropyl)cyclopropanecarboxylate). As a reaction SMILES: [CH3:1][C:2]1([CH3:39])[CH:4]([CH:5](OC(=O)C2C=CC=CC=2)[C:6](Cl)([Cl:11])[C:7]([F:10])([F:9])[F:8])[CH:3]1[C:22]([O:24][CH2:25][C:26]1[CH:31]=[CH:30][CH:29]=[C:28]([C:32]2[CH:37]=[CH:36][CH:35]=[CH:34][CH:33]=2)[C:27]=1[CH3:38])=[O:23]>CN(C=O)C.[Zn]>[CH3:1][C:2]1([CH3:39])[CH:4]([CH:5]=[C:6]([Cl:11])[C:7]([F:8])([F:9])[F:10])[CH:3]1[C:22]([O:24][CH2:25][C:26]1[CH:31]=[CH:30][CH:29]=[C:28]([C:32]2[CH:33]=[CH:34][CH:35]=[CH:36][CH:37]=2)[C:27]=1[CH3:38])=[O:23].